Dataset: the Open Reaction Database (ORD), a public repository of structured organic reaction records. Task: describe an organic reaction: reactants, conditions, products, and yield The reactants are COC([C@@H](N(C(=O)OC(C)(C)C)C1=CC(=CC(=C1)F)F)C)=O (N-t-Butoxycarbonyl(3,5-difluorophenyl)alanine methyl ester), C1CCOC1 (THF), C(C)(=O)O[BH-](OC(C)=O)OC(C)=O.[Na+] (sodium triacetoxyborohydride), C1(=CC=CC=C1)C (toluene), solution, C(CC)N(C(=O)C=1C=C(C(=O)N[C@H](CN[C@@H](C)C(=O)N[C@@H](C(C)C)C(=O)NCC(C)C)CC2=CC=CC=C2)C=CC1)CCC (N-[(2S)-2-({3-[(dipropylamino)carbonyl]-benzoyl}amino)-3-phenylpropyl]-L-alanyl-N1-isobutyl-L-valinamide), C1(=CC=CC=C1)C (toluene). Reaction SMILES: COC(=O)[C@H](C)N([C:13]1[CH:18]=[C:17]([F:19])[CH:16]=[C:15]([F:20])[CH:14]=1)C(OC(C)(C)C)=O.C(N(CCC)C(C1C=C(C=CC=1)[C:32]([NH:34][C@@H:35]([CH2:54]C1C=CC=CC=1)[CH2:36][NH:37][C@H:38]([C:40]([NH:42][C@H:43]([C:47]([NH:49][CH2:50][CH:51]([CH3:53])[CH3:52])=[O:48])[CH:44]([CH3:46])[CH3:45])=[O:41])[CH3:39])=[O:33])=O)CC.C(O[BH-](OC(=O)C)OC(=O)C)(=[O:69])C.[Na+].C1COCC1.[C:86]1([CH3:92])[CH:91]=CC=C[CH:87]=1>C(O)(=O)C.CO>[C:86]([O:69][C:32]([NH:34][C@@H:35]([CH2:54][C:13]1[CH:14]=[C:15]([F:20])[CH:16]=[C:17]([F:19])[CH:18]=1)[CH2:36][NH:37][C@H:38]([C:40]([NH:42][C@H:43]([C:47]([NH:49][CH2:50][CH:51]([CH3:52])[CH3:53])=[O:48])[CH:44]([CH3:45])[CH3:46])=[O:41])[CH3:39])=[O:33])([CH3:92])([CH3:91])[CH3:87] |f:2.3|. Procedure: N-t-Butoxycarbonyl(3,5-difluorophenyl)alanine methyl ester (1.3 g, 4.1 mmol) in toluene (20 mL) is placed under nitrogen and cooled to −78° C. To the stirred solution is added, dropwise over 10 min, 12.0 mL of a 1 M solution of Dibal in toluene. After 1 h, 2 mL of methanol is added dropwise, and the solution is poured into an aqueous solution of Rochelle salts cooled in an ice bath. The mixture is stirred and the organic material is extracted into ethyl ether. The organic phase is washed with wa... The product is C(C)(C)(C)OC(=O)N[C@H](CN[C@@H](C)C(=O)N[C@@H](C(C)C)C(=O)NCC(C)C)CC1=CC(=CC(=C1)F)F (N-[(2S)-2-[(tert-butoxycarbonyl)amino]-3-(3,5-difluorophenyl)propyl]-L-alanyl-N1-isobutyl-L-valinamide). Run at temperature -78 celsius, time 1 hour. Yield: 34.0%. Solvent: CO (methanol), C(C)(=O)O (acetic acid), CO (methanol). The reactants are Br, CC(=O)OCC1OC(OC(C)=O)C(OC(C)=O)C(OC(C)=O)C1OC(C)=O, CCOC(C)=O, CCCCCC, ClCCl. The product is CC(=O)OCC1OC(Br)C(OC(C)=O)C(OC(C)=O)C1OC(C)=O. As a reaction SMILES: [BrH:28].[C:1]([O:2][CH:5]1[CH:6]([O:7][C:8]([CH3:9])=[O:10])[CH:11]([O:12][C:13]([CH3:14])=[O:15])[CH:16]([O:17][C:18]([CH3:19])=[O:20])[CH:21]([CH2:23][O:24][C:25]([CH3:26])=[O:27])[O:22]1)(=[O:3])[CH3:4].[C:35]([O:36][CH2:37][CH3:38])(=[O:39])[CH3:40].[CH3:29][CH2:30][CH2:31][CH2:32][CH2:33][CH3:34].[Cl:41][CH2:42][Cl:43]>>[CH:5]1([Br:28])[CH:6]([O:7][C:8]([CH3:9])=[O:10])[CH:11]([O:12][C:13]([CH3:14])=[O:15])[CH:16]([O:17][C:18]([CH3:19])=[O:20])[CH:21]([CH2:23][O:24][C:25]([CH3:26])=[O:27])[O:22]1. Solvent: CO (methanol). Procedure details: A mixture of methyl 8-methylsulfonyl-12-acetoxy-13-(3-trifluoromethylphenoxy)tridecanoate (9.90 g., 0.019 mole), 20% aqueous sodium hydroxide (30 ml.) and methanol (30 ml.) is stirred at room temperature overnight. Then the reaction mixture is concentrated in vacuo on a steam bath. The concentrate is dissolved in water and extracted with ether. The basic aqueous solution is acidified with 6N hydrochloric acid and extracted with ether. These ether extracts are washed with water until neutral, dri... As a reaction SMILES: [CH3:1][S:2]([CH:5]([CH2:16][CH2:17][CH2:18][CH:19]([O:32]C(=O)C)[CH2:20][O:21][C:22]1[CH:27]=[CH:26][CH:25]=[C:24]([C:28]([F:31])([F:30])[F:29])[CH:23]=1)[CH2:6][CH2:7][CH2:8][CH2:9][CH2:10][CH2:11][C:12]([O:14]C)=[O:13])(=[O:4])=[O:3].[OH-].[Na+]>CO>[CH3:1][S:2]([CH:5]([CH2:16][CH2:17][CH2:18][CH:19]([OH:32])[CH2:20][O:21][C:22]1[CH:27]=[CH:26][CH:25]=[C:24]([C:28]([F:30])([F:31])[F:29])[CH:23]=1)[CH2:6][CH2:7][CH2:8][CH2:9][CH2:10][CH2:11][C:12]([OH:14])=[O:13])(=[O:3])=[O:4] |f:1.2|. Reaction conditions: time 8 hour. Starting materials: CS(=O)(=O)C(CCCCCCC(=O)OC)CCCC(COC1=CC(=CC=C1)C(F)(F)F)OC(C)=O (methyl 8-methylsulfonyl-12-acetoxy-13-(3-trifluoromethylphenoxy)tridecanoate), [OH-].[Na+] (sodium hydroxide). Yields the product CS(=O)(=O)C(CCCCCCC(=O)O)CCCC(COC1=CC(=CC=C1)C(F)(F)F)O (8-Methylsulfonyl-12-hydroxy-13-(3-trifluoromethylphenoxy)tridecanoic acid). Yield: 62.1%. Reactants: Cl (hydrochloric acid), COC(C(=O)C1=CN2C3=C(C=CC=C13)CC2)=O ((4,5-dihydro-pyrrolo[3,2,1-hi]indol-1-yl)-oxo-acetic acid methyl ester), N1C=C(C2=CC=CC=C12)CC(=O)N (2-(1H-indol-3-yl)-acetamide), CC(C)([O-])C.[K+] (potassium tert-butoxide). Run in O1CCCC1 (tetrahydrofuran), C(C)(=O)OCC (ethyl acetate). Conditions: time 20 minute. The product is C1(=CN2C3=C(C=CC=C13)CC2)C=2C(NC(C2C2=CNC1=CC=CC=C21)=O)=O (3-(4,5-dihydro-pyrrolo[3,2,1-hi]indol-1-yl)-4-(1H-indol-3-yl)-pyrrole-2,5-dione). Isolated yield 49.3%. Reaction SMILES: CO[C:3](=[O:17])[C:4]([C:6]1[C:14]2[C:9]3=[C:10]([CH2:15][CH2:16][N:8]3[CH:7]=1)[CH:11]=[CH:12][CH:13]=2)=O.[NH:18]1[C:26]2[C:21](=[CH:22][CH:23]=[CH:24][CH:25]=2)[C:20]([CH2:27][C:28]([NH2:30])=[O:29])=[CH:19]1.CC(C)([O-])C.[K+].Cl>O1CCCC1.C(OCC)(=O)C>[C:6]1([C:4]2[C:3](=[O:17])[NH:30][C:28](=[O:29])[C:27]=2[C:20]2[C:21]3[C:26](=[CH:25][CH:24]=[CH:23][CH:22]=3)[NH:18][CH:19]=2)[C:14]2[C:9]3=[C:10]([CH2:15][CH2:16][N:8]3[CH:7]=1)[CH:11]=[CH:12][CH:13]=2 |f:2.3|. Reported procedure: To a solution of (4,5-dihydro-pyrrolo[3,2,1-hi]indol-1-yl)-oxo-acetic acid methyl ester (150 mg, 0.66 mmol) and 2-(1H-indol-3-yl)-acetamide (114 mg, 0.66 mmol) in anhydrous tetrahydrofuran (10 ml) at 0° C. was added potassium tert-butoxide (2.6 ml, 2.6 mmol; 1M solution in tetrahydrofuran). The mixture was stirred at room temperature for 1 hour before concentrated hydrochloric acid (3 ml) was added and the mixture stirred for an additional 20 minutes. The mixture was poured into ethyl acetate (2... The reactants are CO, CN, CO, COc1cccc(Sc2cc(C=O)nn2-c2ccccc2Cl)n1, C1CCOC1. Product: CNCc1cc(Sc2cccc(OC)n2)n(-c2ccccc2Cl)n1. Reaction SMILES: [CH3:24][OH:25].[CH3:26][NH2:27].[CH3:28][OH:29].[Cl:1][c:2]1[c:3](-[n:8]2[n:9][c:10]([CH:22]=[O:23])[cH:11][c:12]2[S:13][c:14]2[n:15][c:16]([O:20][CH3:21])[cH:17][cH:18][cH:19]2)[cH:4][cH:5][cH:6][cH:7]1.[O:30]1[CH2:31][CH2:32][CH2:33][CH2:34]1>>[Cl:1][c:2]1[c:3](-[n:8]2[n:9][c:10]([CH2:22][NH:27][CH3:26])[cH:11][c:12]2[S:13][c:14]2[n:15][c:16]([O:20][CH3:21])[cH:17][cH:18][cH:19]2)[cH:4][cH:5][cH:6][cH:7]1. The reactants are [OH-].[Na+] (sodium hydroxide), O=C(CCCCCCCCCCC)N1CCC(CC1)O[Si](C)(C)C(C)(C)C (1-oxododecyl-4-(O-tert-butyldimethylsilyloxy)piperidine), C(C)(=O)O (acetic acid), O1CCCC1 (tetrahydrofuran). The solvent is O (water). Reaction conditions: temperature 75 celsius. Yields the product O=C(CCCCCCCCCCC)N1CCC(CC1)O (1-Oxododecyl-4-hydroxypiperidine). RXN SMILES: [O:1]=[C:2]([N:14]1[CH2:19][CH2:18][CH:17]([O:20][Si](C(C)(C)C)(C)C)[CH2:16][CH2:15]1)[CH2:3][CH2:4][CH2:5][CH2:6][CH2:7][CH2:8][CH2:9][CH2:10][CH2:11][CH2:12][CH3:13].C(O)(=O)C.O1CCCC1.[OH-].[Na+]>O>[O:1]=[C:2]([N:14]1[CH2:15][CH2:16][CH:17]([OH:20])[CH2:18][CH2:19]1)[CH2:3][CH2:4][CH2:5][CH2:6][CH2:7][CH2:8][CH2:9][CH2:10][CH2:11][CH2:12][CH3:13] |f:3.4|. Reported procedure: Mix 1-oxododecyl-4-(O-tert-butyldimethylsilyloxy)piperidine (3.5 mmol) with a solution of acetic acid (9 mL), tetrahydrofuran (6 mL) and water (6 mL). Heat at 75° C. overnight. Cool to room temperature and make basic with 10% sodium hydroxide and extract into methylene chloride. Wash with water, then with brine and dry (Na2SO4). Evaporate the solvent in vacuo and purify by flash chromatography (5% methanol/methylene chloride) to give the title compound. 587E-115 Starting materials: CO (MeOH), (R)-3,3-diphenyl-1-methylpyrrolidine[1,2-c]-1,3,2-oxazaborole, C1(=CC=CC=C1)C(=O)C1=CC=NN1C (phenyl-(1-methyl-1H-pyrazol-5-yl)ketone), III, C1CCOC1 (THF). The solvent is C1(=CC=CC=C1)C (toluene), C1(=CC=CC=C1)C (toluene). Reaction conditions: temperature -10 celsius, time 1 hour. Yields the product C1(=CC=CC=C1)[C@@H](O)C1=CC=NN1C ((R)-(+)-phenyl-(1-methyl-1H-pyrazol-5-yl)methanol). RXN SMILES: C1COCC1.[C:6]1([C:12]([C:14]2[N:18]([CH3:19])[N:17]=[CH:16][CH:15]=2)=[O:13])[CH:11]=[CH:10][CH:9]=[CH:8][CH:7]=1.CO>C1(C)C=CC=CC=1>[C:6]1([C@H:12]([C:14]2[N:18]([CH3:19])[N:17]=[CH:16][CH:15]=2)[OH:13])[CH:7]=[CH:8][CH:9]=[CH:10][CH:11]=1. Procedure: To a solution of (R)-3,3-diphenyl-1-methylpyrrolidine[1,2-c]-1,3,2-oxazaborole 1M in toluene (7.5 ml, 7.5 mmol) cooled to -10° C., under an argon atmosphere, a solution of catecolborane 1M in THF (100 ml, 100 mmol) is added dropwise. To the resulting mixture a solution of phenyl-(1-methyl-1H-pyrazol-5-yl)ketone, III (9.30 g, 50 mmol) in dry toluene is added. Once the addition has been completed the mixture is stirred for 1 hour at -10° C. and then over night at room temperature. Next, MeOH (10 m... Isolated yield 46.0%. Product: NC1=NC(N(C=C1)[C@@H]1OC([C@@](C1(C)F)(C)O)CO)=O (4-amino1-((2R,4R)-3-fluoro-tetrahydro-4-hydroxy-5-(hydroxymethyl)-3,4-dimethylfuran-2-yl)pyrimidin-2(1H)-one). Starting materials: C(C1=CC=CC=C1)(=O)OC[C@H]1OC([C@](C1(C)OC(C)=O)(C)F)N1C(N=C(C=C1)NC(C1=CC=CC=C1)=O)=O (((2R,4R)-3-acetoxy-5-(4-benzamido-2-oxopyrimidin-1(2H)-yl)-4-fluoro-3,4-dimethyl-tetrahydrofuran-2-yl)methyl benzoate), CO (methanol). Reaction SMILES: C([O:9][CH2:10][C@@H:11]1[C:15]([O:17]C(=O)C)([CH3:16])[C@:14]([F:22])([CH3:21])[CH:13]([N:23]2[CH:28]=[CH:27][C:26]([NH:29]C(=O)C3C=CC=CC=3)=[N:25][C:24]2=[O:38])[O:12]1)(=O)C1C=CC=CC=1.CO>N>[NH2:29][C:26]1[CH:27]=[CH:28][N:23]([C@H:13]2[C:14]([F:22])([CH3:21])[C@@:15]([OH:17])([CH3:16])[CH:11]([CH2:10][OH:9])[O:12]2)[C:24](=[O:38])[N:25]=1. Run in N (ammonia). Reported procedure: A solution of ((2R,4R)-3-acetoxy-5-(4-benzamido-2-oxopyrimidin-1(2H)-yl)-4-fluoro-3,4-dimethyl-tetrahydrofuran-2-yl)methyl benzoate (about 0.22 g, 0.42 mmol) in methanolic ammonia (25% w/w 15 ml) was stirred at room temperature for overnight. Completion of the reaction mixture monitored by thin-layer chromatography and methanol was removed under reduced pressure. Water added to the crude and extracted with ethyl acetate and the organic layer was dried over sodium sulphate. Concentration under re... Reactants: BrCCCOC1=CC=C(CNC2=NC(=CC(=N2)NC2=CC=C(C(=O)NCC(CNC(OC(C)(C)C)=O)(C)C)C=C2)OCC(F)(F)F)C=C1 (tert-butyl (3-(4-((2-((4-(3-bromopropoxy)benzyl)amino)-6-(2,2,2-trifluoroethoxy)pyrimidin-4-yl)amino)benzamido)-2,2-dimethylpropyl)carbamate), solution, C(=O)(C(F)(F)F)O.C(Cl)Cl (TFA DCM). Yields the product C(=O)(C(F)(F)F)O (TFA), NCC(CNC(C1=CC=C(C=C1)NC1=NC(=NC(=C1)OCC(F)(F)F)NCC1=CC=C(C=C1)OCCCBr)=O)(C)C (N-(3-amino-2,2-dimethylpropyl)-4-((2-((4-(3-bromopropoxy)benzyl)amino)-6-(2,2,2-trifluoroethoxy)pyrimidin-4-yl)amino)benzamide). As a reaction SMILES: [Br:1][CH2:2][CH2:3][CH2:4][O:5][C:6]1[CH:48]=[CH:47][C:9]([CH2:10][NH:11][C:12]2[N:17]=[C:16]([NH:18][C:19]3[CH:40]=[CH:39][C:22]([C:23]([NH:25][CH2:26][C:27]([CH3:38])([CH3:37])[CH2:28][NH:29]C(=O)OC(C)(C)C)=[O:24])=[CH:21][CH:20]=3)[CH:15]=[C:14]([O:41][CH2:42][C:43]([F:46])([F:45])[F:44])[N:13]=2)=[CH:8][CH:7]=1.[C:49]([OH:55])([C:51]([F:54])([F:53])[F:52])=[O:50].C(Cl)Cl>>[C:49]([OH:55])([C:51]([F:54])([F:53])[F:52])=[O:50].[NH2:29][CH2:28][C:27]([CH3:38])([CH3:37])[CH2:26][NH:25][C:23](=[O:24])[C:22]1[CH:21]=[CH:20][C:19]([NH:18][C:16]2[CH:15]=[C:14]([O:41][CH2:42][C:43]([F:44])([F:46])[F:45])[N:13]=[C:12]([NH:11][CH2:10][C:9]3[CH:8]=[CH:7][C:6]([O:5][CH2:4][CH2:3][CH2:2][Br:1])=[CH:48][CH:47]=3)[N:17]=2)=[CH:40][CH:39]=1 |f:1.2|. Procedure: tert-butyl (3-(4-((2-((4-(3-bromopropoxy)benzyl)amino)-6-(2,2,2-trifluoroethoxy)pyrimidin-4-yl)amino)benzamido)-2,2-dimethylpropyl)carbamate (35 mg, 0.047 mmol) was stirred in TFA/DCM (1:1) solution (2 mL) for 1 h. The solution was concentrated and free TFA to give N-(3-amino-2,2-dimethylpropyl)-4-((2-((4-(3-bromopropoxy)benzyl)amino)-6-(2,2,2-trifluoroethoxy)pyrimidin-4-yl)amino)benzamide which was carried to the next step without purification.